From a dataset of the Open Reaction Database (ORD), a public repository of structured organic reaction records. describe an organic reaction: reactants, conditions, products, and yield Reactants: BrCc1ccccc1, CN(C)C=O, Cl, O=Cc1ccc(C(=O)O)cc1F, [H-], [Na+]. Yields the product O=Cc1ccc(C(=O)OCc2ccccc2)cc1F. As a reaction SMILES: [Br:15][CH2:16][c:17]1[cH:18][cH:19][cH:20][cH:21][cH:22]1.[CH3:24][N:25]([CH3:26])[CH:27]=[O:28].[ClH:23].[F:3][c:4]1[cH:5][c:6]([C:7](=[O:8])[OH:9])[cH:10][cH:11][c:12]1[CH:13]=[O:14].[H-:2].[Na+:1]>>[F:3][c:4]1[cH:5][c:6]([C:7]([O:8][CH2:16][c:17]2[cH:18][cH:19][cH:20][cH:21][cH:22]2)=[O:9])[cH:10][cH:11][c:12]1[CH:13]=[O:14].